Dataset: the Open Reaction Database (ORD), a public repository of structured organic reaction records. Task: describe an organic reaction: reactants, conditions, products, and yield The reactants are C(C)(=O)C1=CC=C(C=C1)N1C(=NC(=C(C1=O)CC1=CC=C(C=C1)C=1C(=CC=CC1)C#N)CCC)C (4′-{[1-(4-acetylphenyl)-2-methyl-6-oxo-4-propyl-1,6-dihydropyrimidin-5-yl]methyl}biphenyl-2-carbonitrile), sodium tetrahydroboron, C(C)(=O)OCC (Ethyl acetate), O (water). Solvent: CO (methanol). Reaction conditions: temperature 0 celsius, time 2 hour. The product is OC(C)C1=CC=C(C=C1)N1C(=NC(=C(C1=O)CC1=CC=C(C=C1)C=1C(=CC=CC1)C#N)CCC)C (4′-({1-[4-(1-hydroxyethyl)phenyl]-2-methyl-6-oxo-4-propyl-1,6-dihydropyrimidin-5-yl}methyl)biphenyl-2-carbonitrile). As a reaction SMILES: [C:1]([C:4]1[CH:9]=[CH:8][C:7]([N:10]2[C:15](=[O:16])[C:14]([CH2:17][C:18]3[CH:23]=[CH:22][C:21]([C:24]4[C:25]([C:30]#[N:31])=[CH:26][CH:27]=[CH:28][CH:29]=4)=[CH:20][CH:19]=3)=[C:13]([CH2:32][CH2:33][CH3:34])[N:12]=[C:11]2[CH3:35])=[CH:6][CH:5]=1)(=[O:3])[CH3:2].C(OCC)(=O)C.O>CO>[OH:3][CH:1]([C:4]1[CH:9]=[CH:8][C:7]([N:10]2[C:15](=[O:16])[C:14]([CH2:17][C:18]3[CH:23]=[CH:22][C:21]([C:24]4[C:25]([C:30]#[N:31])=[CH:26][CH:27]=[CH:28][CH:29]=4)=[CH:20][CH:19]=3)=[C:13]([CH2:32][CH2:33][CH3:34])[N:12]=[C:11]2[CH3:35])=[CH:6][CH:5]=1)[CH3:2]. Reported procedure: To a solution of 4′-{[1-(4-acetylphenyl)-2-methyl-6-oxo-4-propyl-1,6-dihydropyrimidin-5-yl]methyl}biphenyl-2-carbonitrile (1.0 g) in methanol (10 mL) was added sodium tetrahydroboron (0.11 g), and the mixture was stirred at 0° C. for 2 hr. Ethyl acetate and water were added to the reaction mixture, and the mixture was extracted with ethyl acetate. The organic layer was washed with saturated brine and dried over anhydrous magnesium sulfate. The solvent was evaporated and the residue was purified ... The reactants are CS(C)=O, CCN(C(C)C)C(C)C, Fc1cc(N2CCNCC2)c2ncccc2c1, Cc1ccc(S(=O)(=O)[O-])cc1, Cc1ccc(S(=O)(=O)Cl)cc1, c1ccncc1, OCCc1coc2ccccc12. The product is Fc1cc(N2CCN(CCc3coc4ccccc34)CC2)c2ncccc2c1. RXN SMILES: [CH3:67][S:68]([CH3:69])=[O:70].[CH:52]([N:53]([CH2:54][CH3:55])[CH:56]([CH3:57])[CH3:58])([CH3:59])[CH3:60].[F:35][c:36]1[cH:37][c:38]2[cH:39][cH:40][cH:41][n:42][c:43]2[c:44]([N:46]2[CH2:47][CH2:48][NH:49][CH2:50][CH2:51]2)[cH:45]1.[O-:24][S:25]([c:26]1[cH:27][cH:28][c:29]([CH3:30])[cH:31][cH:32]1)(=[O:33])=[O:34].[c:13]1([CH3:14])[cH:15][cH:16][c:17]([S:18]([Cl:19])(=[O:20])=[O:21])[cH:22][cH:23]1.[cH:61]1[cH:62][cH:63][n:64][cH:65][cH:66]1.[o:1]1[cH:2][c:3]([CH2:10][CH2:11][OH:12])[c:4]2[c:5]1[cH:6][cH:7][cH:8][cH:9]2>>[o:1]1[cH:2][c:3]([CH2:10][CH2:11][N:49]2[CH2:48][CH2:47][N:46]([c:44]3[c:43]4[c:38]([cH:37][c:36]([F:35])[cH:45]3)[cH:39][cH:40][cH:41][n:42]4)[CH2:51][CH2:50]2)[c:4]2[c:5]1[cH:6][cH:7][cH:8][cH:9]2. Starting materials: CN(C)c1cccc2c(S(=O)(=O)Cl)cccc12, COCCOC, [H-], Cc1nc(Br)cnc1N, [Na+], O=C(O)CC(O)(CC(=O)O)C(=O)O. Product: Cc1nc(Br)cnc1NS(=O)(=O)c1cccc2c(N(C)C)cccc12. RXN SMILES: [CH3:12][N:13]([c:14]1[c:15]2[cH:16][cH:17][cH:18][c:19]([S:24](=[O:25])(=[O:26])[Cl:27])[c:20]2[cH:21][cH:22][cH:23]1)[CH3:28].[CH3:42][O:43][CH2:44][CH2:45][O:46][CH3:47].[H-:1].[NH2:3][c:4]1[n:5][cH:6][c:7]([Br:11])[n:8][c:9]1[CH3:10].[Na+:2].[OH:29][C:30]([CH2:31][C:32]([C:33](=[O:34])[OH:35])([CH2:36][C:37](=[O:38])[OH:39])[OH:40])=[O:41]>>[NH:3]([c:4]1[n:5][cH:6][c:7]([Br:11])[n:8][c:9]1[CH3:10])[S:24]([c:19]1[cH:18][cH:17][cH:16][c:15]2[c:14]([N:13]([CH3:12])[CH3:28])[cH:23][cH:22][cH:21][c:20]21)(=[O:25])=[O:26]. The reactants are C#Cc1cn2nc(-c3ccco3)nc2c(N)n1, C1CCOC1, CO, C(=Nc1ccccc1)c1ccccc1, O. Yields the product Nc1nc(C#CC(Nc2ccccc2)c2ccccc2)cn2nc(-c3ccco3)nc12. Reaction SMILES: [C:22](#[CH:23])[c:24]1[n:25][c:26]([NH2:38])[c:27]2[n:28]([cH:29]1)[n:30][c:31](-[c:33]1[o:34][cH:35][cH:36][cH:37]1)[n:32]2.[CH2:15]1[O:16][CH2:17][CH2:18][CH2:19]1.[CH3:20][OH:21].[CH:1]([c:2]1[cH:3][cH:4][cH:5][cH:6][cH:7]1)=[N:8][c:9]1[cH:10][cH:11][cH:12][cH:13][cH:14]1.[OH2:39]>>[CH:1]([c:2]1[cH:3][cH:4][cH:5][cH:6][cH:7]1)([NH:8][c:9]1[cH:10][cH:11][cH:12][cH:13][cH:14]1)[C:23]#[C:22][c:24]1[n:25][c:26]([NH2:38])[c:27]2[n:28]([cH:29]1)[n:30][c:31](-[c:33]1[o:34][cH:35][cH:36][cH:37]1)[n:32]2.